Task: describe an organic reaction: reactants, conditions, products, and yield. Dataset: the Open Reaction Database (ORD), a public repository of structured organic reaction records Reactants: C(C1=CC=CC=C1)NC(=O)NC1=CC=CC=C1 (N-benzyl-N′-phenylurea), C(CC(=O)O)(=O)O (malonic acid), C(C)(=O)OC(C)=O (acetic anhydride). The solvent is C1(=CC=CC=C1)C (toluene). Run at temperature 50 celsius. Product: C(C1=CC=CC=C1)N1C(=O)N(C(=O)CC1=O)C1=CC=CC=C1 (1-benzyl-3-phenylbarbituric acid). The yield is 70.7%. As a reaction SMILES: [CH2:1]([NH:8][C:9]([NH:11][C:12]1[CH:17]=[CH:16][CH:15]=[CH:14][CH:13]=1)=[O:10])[C:2]1[CH:7]=[CH:6][CH:5]=[CH:4][CH:3]=1.[C:18](O)(=[O:23])[CH2:19][C:20](O)=[O:21].C(OC(=O)C)(=O)C>C1(C)C=CC=CC=1>[CH2:1]([N:8]1[C:18](=[O:23])[CH2:19][C:20](=[O:21])[N:11]([C:12]2[CH:17]=[CH:16][CH:15]=[CH:14][CH:13]=2)[C:9]1=[O:10])[C:2]1[CH:3]=[CH:4][CH:5]=[CH:6][CH:7]=1. Reported procedure: In a 300-ml glass flask equipped with a thermometer, a reflux condenser and a stirrer, 5.0 g of N-benzyl-N′-phenylurea synthesized in Exemplary Synthesis 1, 2.5 g of malonic acid, 20 ml of toluene, and 5.6 g of acetic anhydride were put, the content was heated under stirring so as to adjust the inner temperature to 80° C., and kept under stirring at 80° C. for 3 hours. The content was then cooled to 50° C., washed with 15 ml of water, and the aqueous phase was discarded. The organic layer was ke...